From a dataset of the Open Reaction Database (ORD), a public repository of structured organic reaction records. describe an organic reaction: reactants, conditions, products, and yield The reactants are CCN=C=NCCCN(C)C, ClCCl, CCCCCCCC(=O)O, CN(C)c1ccncc1, Cl, NCc1ccc(F)cc1F. Yields the product CCCCCCCC(=O)NCc1ccc(F)cc1F. As a reaction SMILES: [CH2:22]([N:23]=[C:24]=[N:25][CH2:26][CH2:27][CH2:28][N:29]([CH3:30])[CH3:31])[CH3:32].[CH2:33]([Cl:34])[Cl:35].[CH3:11][CH2:12][CH2:13][CH2:14][CH2:15][CH2:16][CH2:17][C:18]([OH:19])=[O:20].[CH3:36][N:37]([c:38]1[cH:39][cH:40][n:41][cH:42][cH:43]1)[CH3:44].[ClH:21].[F:1][c:2]1[c:3]([CH2:4][NH2:5])[cH:6][cH:7][c:8]([F:10])[cH:9]1>>[F:1][c:2]1[c:3]([CH2:4][NH:5][C:18]([CH2:17][CH2:16][CH2:15][CH2:14][CH2:13][CH2:12][CH3:11])=[O:19])[cH:6][cH:7][c:8]([F:10])[cH:9]1.